Dataset: the Open Reaction Database (ORD), a public repository of structured organic reaction records. Task: describe an organic reaction: reactants, conditions, products, and yield Starting materials: [C-]#N.[Na+] (sodium cyanide), [Cu](C#N)C#N (copper cyanide), [Cu](C#N)C#N (copper cyanide), [C-]#N.[Na+] (sodium cyanide), BrC=1N=CC(=NC1)N (5-bromopyrazin-2-amine), aqueous solution, [C-]#N.[Na+] (sodium cyanide). Solvent: CCOC(=O)C.O (EtOAc water), CN(C)C=O (DMF). Conditions: temperature 135 celsius. Yields the product NC=1N=CC(=NC1)C#N (5-aminopyrazine-2-carbonitrile). Yield: 49.9%. As a reaction SMILES: [Cu]([C:4]#[N:5])C#N.[C-]#N.[Na+].Br[C:10]1[N:11]=[CH:12][C:13]([NH2:16])=[N:14][CH:15]=1>CN(C=O)C.CCOC(C)=O.O>[NH2:16][C:13]1[N:14]=[CH:15][C:10]([C:4]#[N:5])=[N:11][CH:12]=1 |f:1.2,5.6|. Reported procedure: Heat a suspension of 1.85 g (20.7 mmol) of copper cyanide and 1 g (20.7 mmol) of sodium cyanide in 20 ml of DMF to 135° C., while stirring. Add 3.6 g (20.7 mmol) of 5-bromopyrazin-2-amine to the solution obtained, and maintain the temperature of 135° C. for 18 h. Then add 2 equivalents of sodium cyanide and of copper cyanide and continue heating for a further 24 h. After cooling, add 100 mL of 0.3N aqueous solution of sodium cyanide, stir the mixture for 1 h at 40° C., then distribute it in 300 ... Starting materials: C1CCNCC1, Fc1ccc(Cn2c(NC3CCN(CCN=C=S)CC3)nc3ccccc32)cc1, C1CCOC1. Product: Fc1ccc(Cn2c(NC3CCN(CCNC(=S)N4CCCCC4)CC3)nc3ccccc32)cc1. RXN SMILES: [CH2:1]1[CH2:2][CH2:3][NH:4][CH2:5][CH2:6]1.[F:7][c:8]1[cH:9][cH:10][c:11]([CH2:14][n:15]2[c:16]([NH:24][CH:25]3[CH2:26][CH2:27][N:28]([CH2:31][CH2:32][N:33]=[C:34]=[S:35])[CH2:29][CH2:30]3)[n:17][c:18]3[c:19]2[cH:20][cH:21][cH:22][cH:23]3)[cH:12][cH:13]1.[O:36]1[CH2:37][CH2:38][CH2:39][CH2:40]1>>[CH2:1]1[CH2:2][CH2:3][N:4]([C:34]([NH:33][CH2:32][CH2:31][N:28]2[CH2:27][CH2:26][CH:25]([NH:24][c:16]3[n:15]([CH2:14][c:11]4[cH:10][cH:9][c:8]([F:7])[cH:13][cH:12]4)[c:19]4[c:18]([n:17]3)[cH:23][cH:22][cH:21][cH:20]4)[CH2:30][CH2:29]2)=[S:35])[CH2:5][CH2:6]1. The reactants are CC(C)(C)OO, CCCCCCCCCC, CC(C)[O-], CC(C)[O-], CC(C)[O-], CC(C)[O-], ClC(Cl)Cl, CN1CC(Nc2nc(Cl)nc3c2SCC3)CCC1=O, ClCCl, [NH4+], [OH-], O, [Ti+4]. Yields the product CN1CC(Nc2nc(Cl)nc3c2S(=O)CC3)CCC1=O. RXN SMILES: [C:21]([CH3:23])([CH3:24])([O:25][OH:22])[CH3:26].[CH3:36][CH2:37][CH2:38][CH2:39][CH2:40][CH2:41][CH2:42][CH2:43][CH2:44][CH3:45].[CH3:46][CH:47]([CH3:48])[O-:49].[CH3:51][CH:52]([CH3:53])[O-:54].[CH3:55][CH:56]([CH3:57])[O-:58].[CH3:59][CH:60]([CH3:61])[O-:62].[CH:29]([Cl:30])([Cl:31])[Cl:32].[Cl:2][c:3]1[n:4][c:5]([NH:12][CH:13]2[CH2:14][CH2:15][C:16](=[O:20])[N:17]([CH3:19])[CH2:18]2)[c:6]2[c:7]([n:8]1)[CH2:9][CH2:10][S:11]2.[Cl:33][CH2:34][Cl:35].[NH4+:28].[OH-:27].[OH2:1].[Ti+4:50]>>[Cl:2][c:3]1[n:4][c:5]([NH:12][CH:13]2[CH2:14][CH2:15][C:16](=[O:20])[N:17]([CH3:19])[CH2:18]2)[c:6]2[c:7]([n:8]1)[CH2:9][CH2:10][S:11]2=[O:25]. Reactants: CC(C)(C)OC(=O)CBr, CC(C(=O)OCc1ccccc1)C1NC(=O)C1C(CO[SiH](C)C)C(C)(C)C, ClCCl, CC[N+](CC)(CC)Cc1ccccc1, CCOCC, [Cl-], [Na+], [OH-], O. Yields the product CC(C(=O)OCc1ccccc1)C1C(C(CO[SiH](C)C)C(C)(C)C)C(=O)N1CC(=O)OC(C)(C)C. As a reaction SMILES: [Br:28][CH2:29][C:30](=[O:31])[O:32][C:33]([CH3:34])([CH3:35])[CH3:36].[C:1]([CH3:2])([CH3:3])([CH3:4])[CH:5]([CH2:6][O:7][SiH:8]([CH3:9])[CH3:10])[CH:11]1[C:12](=[O:27])[NH:13][CH:14]1[CH:15]([CH3:16])[C:17](=[O:18])[O:19][CH2:20][c:21]1[cH:22][cH:23][cH:24][cH:25][cH:26]1.[CH2:39]([Cl:40])[Cl:41].[CH2:43]([N+:44]([CH2:45][CH3:46])([CH2:47][CH3:48])[CH2:49][c:50]1[cH:51][cH:52][cH:53][cH:54][cH:55]1)[CH3:56].[CH3:58][CH2:59][O:60][CH2:61][CH3:62].[Cl-:42].[Na+:38].[OH-:37].[OH2:57]>>[C:1]([CH3:2])([CH3:3])([CH3:4])[CH:5]([CH2:6][O:7][SiH:8]([CH3:9])[CH3:10])[CH:11]1[C:12](=[O:27])[N:13]([CH2:29][C:30](=[O:31])[O:32][C:33]([CH3:34])([CH3:35])[CH3:36])[CH:14]1[CH:15]([CH3:16])[C:17](=[O:18])[O:19][CH2:20][c:21]1[cH:22][cH:23][cH:24][cH:25][cH:26]1.